Dataset: the Open Reaction Database (ORD), a public repository of structured organic reaction records. Task: describe an organic reaction: reactants, conditions, products, and yield Reactants: [Cl-].[NH4+] (ammonium chloride), C(C1=CC=CC=C1)N1C(=NC(=C1)C=O)C (1-benzyl-2-methyl-1H-imidazole-4-carbaldehyde), N(=[N+]=[N-])CC(=O)OCC (ethyl azidoacetate), [O-]CC.[Na+] (sodium ethoxide). Run in C(C)O (ethanol). Run at time 1 hour. The product is C(C1=CC=CC=C1)N1C(=NC2=C1NC(=C2)C(=O)OCC)C (ethyl 3-benzyl-2-methyl-3,4-dihydropyrrolo[2,3-d]imidazole-5-carboxylate). Yield: 6.5%. Reaction SMILES: [O-]CC.[Na+].[CH2:5]([N:12]1[CH:16]=[C:15]([CH:17]=O)[N:14]=[C:13]1[CH3:19])[C:6]1[CH:11]=[CH:10][CH:9]=[CH:8][CH:7]=1.[N:20]([CH2:23][C:24]([O:26][CH2:27][CH3:28])=[O:25])=[N+]=[N-].[Cl-].[NH4+]>C(O)C>[CH2:5]([N:12]1[C:16]2[NH:20][C:23]([C:24]([O:26][CH2:27][CH3:28])=[O:25])=[CH:17][C:15]=2[N:14]=[C:13]1[CH3:19])[C:6]1[CH:11]=[CH:10][CH:9]=[CH:8][CH:7]=1 |f:0.1,4.5|. Procedure: To a solution (50 mL) of sodium ethoxide (5.4 g) in ethanol was added dropwise a mixture of 1-benzyl-2-methyl-1H-imidazole-4-carbaldehyde (3.8 g) and ethyl azidoacetate (10.3 g) under ice-cooling. After the completion of the dropwise addition, the mixture was stirred for 1 hr. Saturated aqueous ammonium chloride solution was added to the reaction mixture, and the mixture was concentrated. The obtained residue was extracted with ethyl acetate. The ethyl acetate layer was is washed with saturated ... The reactants are [H][H] (hydrogen), N (ammonia), C(C)(C)(C)OC(COC1=NC(=C2N=CN(C2=N1)[C@H]1[C@H](OC(C)=O)[C@H](OC(C)=O)[C@H](O1)COC(C)=O)Cl)=O ((6-chloro-9-(2,3,5-tri-O-acetyl-β-D-ribofuran-osyl)purin-2-yl)oxyacetic acid tert-butyl ester). The product is C(=O)(O)COC=1N=C(C=2N=CN([C@H]3[C@H](O)[C@H](O)[C@@H](CO)O3)C2N1)N (2-carboxymethoxyadenosine). Yield: 70.0%. RXN SMILES: [H][H].[NH3:3].C([O:8][C:9](=[O:40])[CH2:10][O:11][C:12]1[N:20]=[C:19]2[C:15]([N:16]=[CH:17][N:18]2[C@@H:21]2[O:33][C@H:32]([CH2:34][O:35]C(=O)C)[C@@H:27]([O:28]C(=O)C)[C@H:22]2[O:23]C(=O)C)=[C:14](Cl)[N:13]=1)(C)(C)C>>[C:9]([CH2:10][O:11][C:12]1[N:13]=[C:14]([NH2:3])[C:15]2[N:16]=[CH:17][N:18]([C:19]=2[N:20]=1)[C@@H:21]1[O:33][C@H:32]([CH2:34][OH:35])[C@@H:27]([OH:28])[C@H:22]1[OH:23])([OH:8])=[O:40]. Procedure: A compound having a structure of the above formula was prepared where the substituents R1 and R2 are hydrogen and R3 is —CH2COOH. The compound (C12H15N5O7) was prepared by reaction of ammonia with (6-chloro-9-(2,3,5-tri-O-acetyl-β-D-ribofuran-osyl)purin-2-yl)oxyacetic acid tert-butyl ester (Example 6) as described in Example 2, Step E. The final product was isolated in 70% yield as a solid with a melting point of 200-203° C. 1H-NMR (DMSO-d6): δ 3.4 (m, 1H); 3.55 (m, 1H); 3.91 (m, 1H); 4.11 (m, 1... Starting materials: C([O-])([O-])=O.[K+].[K+] (potassium carbonate), S(=O)(Cl)Cl (thionyl chloride), N1C=NC=C1 (imidazole), ClC=1C=C2CCCC(C2=CC1)=O (6-chloro-1-tetralone). The solvent is O (water), C(Cl)Cl (methylene chloride). Conditions: time 20 hour. The product is ClC=1C=C2CCC=C(C2=CC1)N1C=NC=C1 (6-Chloro-1-(1-imidazolyl)-3,4-dihydronaphthalene). As a reaction SMILES: S(Cl)(Cl)=O.[NH:5]1[CH:9]=[CH:8][N:7]=[CH:6]1.[Cl:10][C:11]1[CH:12]=[C:13]2[C:18](=[CH:19][CH:20]=1)[C:17](=O)[CH2:16][CH2:15][CH2:14]2.C(=O)([O-])[O-].[K+].[K+]>C(Cl)Cl.O>[Cl:10][C:11]1[CH:12]=[C:13]2[C:18](=[CH:19][CH:20]=1)[C:17]([N:5]1[CH:9]=[CH:8][N:7]=[CH:6]1)=[CH:16][CH2:15][CH2:14]2 |f:3.4.5|. Procedure: 0.218 ml of thionyl chloride is added within a period of 15 minutes to a solution of 815 mg of imidazole in 3.2 ml of methylene chloride. At the end of the exothermic reaction, 451 mg of 6-chloro-1-tetralone are added to the resulting suspension. After stirring for 20 hours at room temperature, 497 mg of potassium carbonate in 2 ml of water are added, and the mixture is extracted twice with chloroform. After drying the organic extracts over sodium sulfate, concentration is carried out under redu... Starting materials: COC1=CC=C(C=C1)C1=CCC2(OCCO2)CC1 (8-(4-methoxyphenyl)-1,4-dioxaspiro[4.5]dec-7-ene). The reagents and catalysts are [Pd] (Pd/C). The solvent is CCO (EtOH). Conditions: time 1.5 hour. Yields the product COC1=CC=C(C=C1)C1CCC2(OCCO2)CC1 (8-(4-methoxyphenyl)-1,4-dioxaspiro[4.5]decane). As a reaction SMILES: [CH3:1][O:2][C:3]1[CH:8]=[CH:7][C:6]([C:9]2[CH2:18][CH2:17][C:12]3([O:16][CH2:15][CH2:14][O:13]3)[CH2:11][CH:10]=2)=[CH:5][CH:4]=1>CCO.[Pd]>[CH3:1][O:2][C:3]1[CH:8]=[CH:7][C:6]([CH:9]2[CH2:18][CH2:17][C:12]3([O:16][CH2:15][CH2:14][O:13]3)[CH2:11][CH2:10]2)=[CH:5][CH:4]=1. Procedure: To a solution of 8-(4-methoxyphenyl)-1,4-dioxaspiro[4.5]dec-7-ene (526.8 mg, 2.14 mmoL) in EtOH (20 mL) was added 10% Pd/C (50 mg). The reaction was put under an atmosphere of H2 (balloon) and stirred vigorously at room temperature. After 1.5 hours, the catalyst was removed by filtration. The filtrate was concentrated to afford 8-(4-methoxyphenyl)-1,4-dioxaspiro[4.5]decane. 1H NMR (500 MHz, CDCl3): δ 7.14-7.17 (m, 2H), 6.82-6.85 (m, 2H), 3.98 (s, 4H), 3.79 (s, 3H), 2.52 (m, 1H), 1.64-1.86 (m, 8H... The reactants are COCC1=NN2C(C=CC=C2Br)=C1[N+](=O)[O-] ((7-bromo-3-nitropyrazolo[1,5-a]pyridin-2-yl)methyl methyl ether), C(C)O (ethanol), O (water). Reagents/catalysts: [Zn] (zinc). The solvent is C(C)(=O)O (acetic acid). Reaction conditions: temperature 60 celsius, time 30 minute. Yields the product BrC1=CC=CC=2N1N=C(C2N)COC (7-bromo-2-(methoxymethyl)pyrazolo[1,5-a]pyridine-3-amine). The yield is 76.7%. As a reaction SMILES: [CH3:1][O:2][CH2:3][C:4]1[C:13]([N+:14]([O-])=O)=[C:7]2[CH:8]=[CH:9][CH:10]=[C:11]([Br:12])[N:6]2[N:5]=1.C(O)C.O>[Zn].C(O)(=O)C>[Br:12][C:11]1[N:6]2[N:5]=[C:4]([CH2:3][O:2][CH3:1])[C:13]([NH2:14])=[C:7]2[CH:8]=[CH:9][CH:10]=1. Procedure: To a suspension of (7-bromo-3-nitropyrazolo[1,5-a]pyridin-2-yl)methyl methyl ether (540 mg) in a mixed solution of ethanol (10 mL), water (5 mL) and acetic acid (1 mL) was added zinc powder (540 mg), and the reaction mixture was heated and stirred for 30 minutes at 60° C. After filtering off insoluble residue, water was added to the filtrate, extraction was performed with ethyl acetate and the organic extract was washed with saturated aqueous sodium bicarbonate and brine. The obtained organic ex... Product: OC1CCN(CC1)CC=1C=C(C(=O)NC=2SC=3C(=NC=C(C3N2)OC)N2CCOCC2)C=CN1 (2-(4-Hydroxy-piperidin-1-ylmethyl)-N-(7-methoxy-4-morpholin-4-yl-thiazolo[5,4-c]pyridin-2-yl)-isonicotinamide). Procedure: From 7-methoxy-4-morpholin-4-yl-thiazolo[5,4-c]pyridin-2-ylamine with 2-chloromethyl-isonicotinoyl chloride and N-ethyldiisopropylamine in 1,2-dichloroethane and THF; then subsequent treatment with 4-hydroxypiperidine in NMP. ES-MS m/e (%): 485 (M+H+, 100). Starting materials: COC=1C2=C(C(=NC1)N1CCOCC1)SC(=N2)N (7-methoxy-4-morpholin-4-yl-thiazolo[5,4-c]pyridin-2-ylamine), OC1CCNCC1 (4-hydroxypiperidine), ClCC=1C=C(C(=O)Cl)C=CN1 (2-chloromethyl-isonicotinoyl chloride), C(C)N(C(C)C)C(C)C (N-ethyldiisopropylamine). Run in ClCCCl (1,2-dichloroethane), CN1CCCC1=O (NMP), C1CCOC1 (THF). RXN SMILES: [CH3:1][O:2][C:3]1[C:4]2[N:17]=[C:16]([NH2:18])[S:15][C:5]=2[C:6]([N:9]2[CH2:14][CH2:13][O:12][CH2:11][CH2:10]2)=[N:7][CH:8]=1.Cl[CH2:20][C:21]1[CH:22]=[C:23]([CH:27]=[CH:28][N:29]=1)[C:24](Cl)=[O:25].C(N(C(C)C)C(C)C)C.[OH:39][CH:40]1[CH2:45][CH2:44][NH:43][CH2:42][CH2:41]1>ClCCCl.C1COCC1.CN1C(=O)CCC1>[OH:39][CH:40]1[CH2:45][CH2:44][N:43]([CH2:20][C:21]2[CH:22]=[C:23]([CH:27]=[CH:28][N:29]=2)[C:24]([NH:18][C:16]2[S:15][C:5]3[C:6]([N:9]4[CH2:10][CH2:11][O:12][CH2:13][CH2:14]4)=[N:7][CH:8]=[C:3]([O:2][CH3:1])[C:4]=3[N:17]=2)=[O:25])[CH2:42][CH2:41]1. Starting materials: COC(=O)c1ccc(CN2CCOCC2)cc1, [Cl-], Cl, [Na+], [Na+], [OH-], O. Product: [Cl-], O=C(O)c1ccc(C[NH+]2CCOCC2)cc1. As a reaction SMILES: [CH3:1][O:2][C:3]([c:4]1[cH:5][cH:6][c:7]([CH2:10][N:11]2[CH2:12][CH2:13][O:14][CH2:15][CH2:16]2)[cH:8][cH:9]1)=[O:17].[Cl-:20].[ClH:22].[Na+:19].[Na+:21].[OH-:18].[OH2:23]>>[Cl-:20].[O:2]=[C:3]([c:4]1[cH:5][cH:6][c:7]([CH2:10][NH+:11]2[CH2:12][CH2:13][O:14][CH2:15][CH2:16]2)[cH:8][cH:9]1)[OH:17].